This data is from the Open Reaction Database (ORD), a public repository of structured organic reaction records. The task is: describe an organic reaction: reactants, conditions, products, and yield The reactants are C[S-], CSC, CC(C)Cn1c(CN)c(-c2ccccc2)c2cc(Br)ccc2c1=O, [Na+]. The product is CSc1ccc2c(=O)n(CC(C)C)c(CN)c(-c3ccccc3)c2c1. RXN SMILES: [CH3:25][S-:26].[CH3:28][S:29][CH3:30].[NH2:1][CH2:2][c:3]1[n:4]([CH2:21][CH:22]([CH3:23])[CH3:24])[c:5](=[O:20])[c:6]2[cH:7][cH:8][c:9]([Br:19])[cH:10][c:11]2[c:12]1-[c:13]1[cH:14][cH:15][cH:16][cH:17][cH:18]1.[Na+:27]>>[NH2:1][CH2:2][c:3]1[n:4]([CH2:21][CH:22]([CH3:23])[CH3:24])[c:5](=[O:20])[c:6]2[cH:7][cH:8][c:9]([S:29][CH3:28])[cH:10][c:11]2[c:12]1-[c:13]1[cH:14][cH:15][cH:16][cH:17][cH:18]1.